Dataset: the Open Reaction Database (ORD), a public repository of structured organic reaction records. Task: describe an organic reaction: reactants, conditions, products, and yield Reactants: BrCC1CCCCC1, CC1CN(C(=O)OC(C)(C)C)CC2Cc3ccc(CO)nc3N12, [H-], [Na+]. The product is CC1CN(C(=O)OC(C)(C)C)CC2Cc3ccc(COCC4CCCCC4)nc3N12. RXN SMILES: [Br:26][CH2:27][CH:28]1[CH2:29][CH2:30][CH2:31][CH2:32][CH2:33]1.[C:1]([CH3:2])([CH3:3])([CH3:4])[O:5][C:6](=[O:7])[N:8]1[CH2:9][CH:10]2[CH2:11][c:12]3[cH:13][cH:14][c:15]([CH2:22][OH:23])[n:16][c:17]3[N:18]2[CH:19]([CH3:21])[CH2:20]1.[H-:24].[Na+:25]>>[C:1]([CH3:2])([CH3:3])([CH3:4])[O:5][C:6](=[O:7])[N:8]1[CH2:9][CH:10]2[CH2:11][c:12]3[cH:13][cH:14][c:15]([CH2:22][O:23][CH2:27][CH:28]4[CH2:29][CH2:30][CH2:31][CH2:32][CH2:33]4)[n:16][c:17]3[N:18]2[CH:19]([CH3:21])[CH2:20]1. Starting materials: O (water), FC(C1=CC=C(OC2=CC=C(OC(C(=CC(=O)OCC)OC)C)C=C2)C=C1)(F)F (ethyl 4-[4-(4-trifluoromethylphenoxy)phenoxy]-3-methoxy-2-pentenoate), [H-] (hydride). The solvent is CCOCC (ether), CCOCC (ether), CCOCC (ether). Conditions: time 20 minute. Product: C-1 alcohol, FC(C1=CC=C(OC2=CC=C(OC(C(=CCO)OC)C)C=C2)C=C1)(F)F (4-[4-(4-trifluoromethylphenoxy)phenoxy]-3-methoxy-2-penten-1-ol). Reaction SMILES: [F:1][C:2]([F:29])([F:28])[C:3]1[CH:27]=[CH:26][C:6]([O:7][C:8]2[CH:25]=[CH:24][C:11]([O:12][CH:13]([CH3:23])[C:14]([O:21][CH3:22])=[CH:15][C:16](OCC)=[O:17])=[CH:10][CH:9]=2)=[CH:5][CH:4]=1.[H-].O>CCOCC>[F:1][C:2]([F:28])([F:29])[C:3]1[CH:4]=[CH:5][C:6]([O:7][C:8]2[CH:25]=[CH:24][C:11]([O:12][CH:13]([CH3:23])[C:14]([O:21][CH3:22])=[CH:15][CH2:16][OH:17])=[CH:10][CH:9]=2)=[CH:26][CH:27]=1. Reported procedure: To a slurry of LiAIH4 (100 mg) in anhydrous ether (20 ml) is added dropwise at 0°, a solution of ethyl 4-[4-(4-trifluoromethylphenoxy)phenoxy]-3-methoxy-2-pentenoate (500 mg) in ether. After addition is complete, the reaction mixture is stirred for about 20 minutes. Excess of the hydride is decomposed using wet ether and water. Filtration and evaporation of filtrate gives the C-1 alcohol, 4-[4-(4-trifluoromethylphenoxy)phenoxy]-3-methoxy-2-penten-1-ol, MS m/e 440 (M+). The reactants are COc1ccccc1, COc1ccc(CNc2nc(Cl)cc3nc(-c4ccco4)nn23)cc1OC, O=S(=O)(O)C(F)(F)F, O=C(O)C(F)(F)F. Yields the product Nc1nc(Cl)cc2nc(-c3ccco3)nn12. Reaction SMILES: [CH3:36][O:37][c:38]1[cH:39][cH:40][cH:41][cH:42][cH:43]1.[Cl:1][c:2]1[cH:3][c:4]2[n:5]([c:6]([NH:8][CH2:9][c:10]3[cH:11][cH:12][c:13]([O:14][CH3:15])[c:16]([O:17][CH3:18])[cH:19]3)[n:7]1)[n:20][c:21](-[c:23]1[o:24][cH:25][cH:26][cH:27]1)[n:22]2.[OH:28][S:29]([C:30]([F:31])([F:32])[F:33])(=[O:34])=[O:35].[OH:44][C:45]([C:46]([F:47])([F:48])[F:49])=[O:50]>>[Cl:1][c:2]1[cH:3][c:4]2[n:5]([c:6]([NH2:8])[n:7]1)[n:20][c:21](-[c:23]1[o:24][cH:25][cH:26][cH:27]1)[n:22]2.